From a dataset of the Open Reaction Database (ORD), a public repository of structured organic reaction records. describe an organic reaction: reactants, conditions, products, and yield Starting materials: N1N=C(N=C1)S (1,2,4-triazole-3-thiol), [OH-].[Na+] (NaOH), C(C)(=O)O (acetic acid), OO (hydrogen peroxide). The solvent is O (water). Run at time 8 hour. Product: N1N=C(N=C1)SSC1=NNC=N1 (1,2,4-triazol-3-yl disulfide). RXN SMILES: C(O)(=O)C.OO.[NH:7]1[CH:11]=[N:10][C:9]([SH:12])=[N:8]1.[OH-].[Na+]>O>[NH:7]1[CH:11]=[N:10][C:9]([S:12][S:12][C:9]2[N:10]=[CH:11][NH:7][N:8]=2)=[N:8]1 |f:3.4|. Procedure details: Glacial acetic acid (7.89 g) was added to 18.7 g of a 15% aqueous hydrogen peroxide solution. The resulting solution was added slowly to a solution prepared from 16.5 g 1,2,4-triazole-3-thiol, 160 g of water and 16.3 g 40% NaOH. The reaction temperature was moderated with the use of an ice bath during the addition. After stirring overnight at room temperature, the product was filtered, washed with water and then dried under vacuum at 70 C. Starting materials: [Cl-].[NH4+] (ammonium chloride), O (water), CN(C)C(C#N)C1CCC2(OCCO2)CC1 (Dimethylamino-(1,4-dioxa-spiro[4.5]dec-8-yl)-acetonitrile), solution, S1C(=CC=C1)[Mg]Br (thiophen-2-yl-magnesium bromide). Run in C1CCOC1 (THF), C1CCOC1 (THF). Conditions: time 20 hour. Yields the product O1CCOC12CCC(CC2)C(C=2SC=CC2)N(C)C ([(1,4-Dioxa-spiro[4.5]dec-8-yl)-thiophen-2-yl-methyl]-dimethylamine). RXN SMILES: [CH3:1][N:2]([CH:4]([CH:7]1[CH2:16][CH2:15][C:10]2([O:14][CH2:13][CH2:12][O:11]2)[CH2:9][CH2:8]1)[C:5]#N)[CH3:3].[S:17]1C=[CH:20][CH:19]=[C:18]1[Mg]Br.[Cl-].[NH4+].O>C1COCC1>[O:14]1[C:10]2([CH2:15][CH2:16][CH:7]([CH:4]([N:2]([CH3:3])[CH3:1])[C:5]3[S:17][CH:18]=[CH:19][CH:20]=3)[CH2:8][CH2:9]2)[O:11][CH2:12][CH2:13]1 |f:2.3|. Procedure details: A solution of the aminonitrile 4 (2.24 g, 10 mmol) in absolute THF (10 ml) was added dropwise to a 1 M solution of thiophen-2-yl-magnesium bromide in THF (20 ml, 20 mmol) under argon and while cooling with ice, and the mixture was stirred at RT for 20 hours. The reaction mixture was worked up by adding saturated ammonium chloride solution (10 ml) and water (10 ml) while cooling with ice, and extracting the mixture with diethyl ether (3×10 ml). The organic phase was washed with water and saturate... The reactants are FC(C(=O)C1=CC(=CC=C1)C(F)(F)F)(F)F (2,2,2-trifluoro-1-(3-(trifluoromethyl)phenyl)ethanone), N1CCC(C(=O)OCC)CC1 (ethyl isonipecotate), C(#N)[BH3-].[Na+] (sodium cyanoborohydride), C([O-])(O)=O.[Na+] (sodium bicarbonate). The reagents and catalysts are [Ti](Cl)(Cl)(Cl)Cl (titanium(IV) chloride). The solvent is ClCCl (dichloromethane), C1(=CC=CC=C1)C (toluene), C(C)N(CC)CC (triethylamine), CO (methanol), C(C)(=O)OCC (Ethyl acetate). Conditions: time 8 hour. The product is FC(C(C1=CC(=CC=C1)C(F)(F)F)N1CCC(CC1)C(=O)OCC)(F)F (ethyl 1-(2,2,2-trifluoro-1-(3-(trifluoromethyl)phenyl)ethyl)piperidine-4-carboxylate). As a reaction SMILES: [F:1][C:2]([F:16])([F:15])[C:3]([C:5]1[CH:10]=[CH:9][CH:8]=[C:7]([C:11]([F:14])([F:13])[F:12])[CH:6]=1)=O.[NH:17]1[CH2:27][CH2:26][CH:20]([C:21]([O:23][CH2:24][CH3:25])=[O:22])[CH2:19][CH2:18]1.C([BH3-])#N.[Na+].C(=O)(O)[O-].[Na+]>ClCCl.CO.[Ti](Cl)(Cl)(Cl)Cl.C(OCC)(=O)C.C1(C)C=CC=CC=1.C(N(CC)CC)C>[F:1][C:2]([F:16])([F:15])[CH:3]([N:17]1[CH2:27][CH2:26][CH:20]([C:21]([O:23][CH2:24][CH3:25])=[O:22])[CH2:19][CH2:18]1)[C:5]1[CH:10]=[CH:9][CH:8]=[C:7]([C:11]([F:14])([F:13])[F:12])[CH:6]=1 |f:2.3,4.5|. Procedure: To a solution of 0.355 ml of 2,2,2-trifluoro-1-(3-(trifluoromethyl)phenyl)ethanone in 12 ml of dichloromethane were added 0.32 ml of ethyl isonipecotate, 0.58 ml of triethylamine and 1.05 ml of a toluene solution containing 1 M titanium(IV) chloride at room temperature, followed by stirring the reaction mixture at room temperature overnight. To the reaction mixture was added a solution of 392 mg of sodium cyanoborohydride in 5 ml of methanol at room temperature, followed by stirring the reaction... The reactants are C1(CCCCC1)CCN (cyclohexylethylamine), C(CC)S(=O)(=O)Cl (1-propanesulfonyl chloride). Product: C1(CCCCC1)CCNS(=O)(=O)CCC (N-(2-cyclohexylethyl)-N-propanesulfonylamine). RXN SMILES: [CH:1]1([CH2:7][CH2:8][NH2:9])[CH2:6][CH2:5][CH2:4][CH2:3][CH2:2]1.[CH2:10]([S:13](Cl)(=[O:15])=[O:14])[CH2:11][CH3:12]>>[CH:1]1([CH2:7][CH2:8][NH:9][S:13]([CH2:10][CH2:11][CH3:12])(=[O:15])=[O:14])[CH2:6][CH2:5][CH2:4][CH2:3][CH2:2]1. Procedure: The desired product was prepared using the method described in Example 1174A starting with cyclohexylethylamine and 1-propanesulfonyl chloride.